From a dataset of the Open Reaction Database (ORD), a public repository of structured organic reaction records. describe an organic reaction: reactants, conditions, products, and yield The reactants are NCCN1CCOCC1 (4-(2-aminoethyl)morpholine), C(=O)OCC (ethyl formate). Product: C(=O)NCCN1CCOCC1 (4-[2(N-Formylamino)ethyl]morpholine). The yield is 100.0%. Reaction SMILES: [NH2:1][CH2:2][CH2:3][N:4]1[CH2:9][CH2:8][O:7][CH2:6][CH2:5]1.[CH:10](OCC)=[O:11]>>[CH:10]([NH:1][CH2:2][CH2:3][N:4]1[CH2:9][CH2:8][O:7][CH2:6][CH2:5]1)=[O:11]. Reported procedure: The procedure of B. V. Cheney et al. [J. Med. Chem., 28, 1853-1864 (1985)) was used. A solution of 4-(2-aminoethyl)morpholine (1.00 g, 76.8 mmol) and ethyl formate (213 mL, 2640 mmol) was refluxed overnight under an atmosphere of nitrogen. Vacuum distillation gave 11.46 g (100% yield) of a clear, colorless liquid (bp0.3 118°-120° C.). The 1H NMR spectral data were consistent with the structure of the title compound.